From a dataset of the Open Reaction Database (ORD), a public repository of structured organic reaction records. describe an organic reaction: reactants, conditions, products, and yield Reactants: [OH-].[Na+] (Sodium hydroxide), C(C(C)C)OC(=O)N(S(=O)(=O)C=1C(=CC=CC1)C1=CC=C(C=C1)C)C1=NC=C(N=C1OC)C (N-(isobutoxycarbonyl)-N-(3-methoxy-5-methyl-2-pyrazinyl)-4'-methyl-2-biphenylsulphonamide). The solvent is CO (methanol), C(OC)COC (dimethoxyethane). Run at time 2 hour. The product is COC=1C(=NC=C(N1)C)NS(=O)(=O)C=1C(=CC=CC1)C1=CC=C(C=C1)C (N-(3-methoxy-5-methyl-2-pyrazinyl)-4'-methyl-2-biphenylsulphonamide). The yield is 54.8%. RXN SMILES: [OH-].[Na+].C(OC([N:10]([C:27]1[C:32]([O:33][CH3:34])=[N:31][C:30]([CH3:35])=[CH:29][N:28]=1)[S:11]([C:14]1[C:15]([C:20]2[CH:25]=[CH:24][C:23]([CH3:26])=[CH:22][CH:21]=2)=[CH:16][CH:17]=[CH:18][CH:19]=1)(=[O:13])=[O:12])=O)C(C)C>CO.C(COC)OC>[CH3:34][O:33][C:32]1[C:27]([NH:10][S:11]([C:14]2[C:15]([C:20]3[CH:21]=[CH:22][C:23]([CH3:26])=[CH:24][CH:25]=3)=[CH:16][CH:17]=[CH:18][CH:19]=2)(=[O:12])=[O:13])=[N:28][CH:29]=[C:30]([CH3:35])[N:31]=1 |f:0.1|. Procedure details: 2M Sodium hydroxide solution (0.6 ml) was added to a solution of N-(isobutoxycarbonyl)-N-(3-methoxy-5-methyl-2-pyrazinyl)-4'-methyl-2-biphenylsulphonamide (0.232 g) in methanol (2.4 ml) and dimethoxyethane (2.4 ml) and the mixture was stirred for 2 hours. Volatile material was removed by evaporation and water (10 ml) was added to the residue. The mixture was acidified with 2M hydrochloric acid and extracted with ethyl acetate (2×10 ml). The extracts were washed with water (10 ml) and saturated s... Starting materials: CC(C)(C)OC(=O)NC(CCCCNC(=O)OCC1c2ccccc2-c2ccccc21)C(=O)O, COc1ccc(S(=O)(=O)Cl)cc1, ClCCl, O=C(O)C(F)(F)F, O=C([O-])C(F)(F)F. Yields the product COc1ccc(S(=O)(=O)NC(CCCCNC(=O)OCC2c3ccccc3-c3ccccc32)C(=O)O)cc1. RXN SMILES: [C:1]([O:2][C:3](=[O:4])[NH:8][CH:9]([CH2:10][CH2:11][CH2:12][CH2:13][NH:14][C:15](=[O:16])[O:17][CH2:18][CH:19]1[c:20]2[cH:21][cH:22][cH:23][cH:24][c:25]2-[c:26]2[cH:27][cH:28][cH:29][cH:30][c:31]21)[C:32](=[O:33])[OH:34])([CH3:5])([CH3:6])[CH3:7].[CH3:52][O:53][c:54]1[cH:55][cH:56][c:57]([S:60](=[O:61])(=[O:62])[Cl:63])[cH:58][cH:59]1.[Cl:42][CH2:43][Cl:44].[F:35][C:36]([F:37])([F:38])[C:39]([OH:40])=[O:41].[O-:45][C:46]([C:47]([F:48])([F:49])[F:50])=[O:51]>>[NH:8]([CH:9]([CH2:10][CH2:11][CH2:12][CH2:13][NH:14][C:15](=[O:16])[O:17][CH2:18][CH:19]1[c:20]2[cH:21][cH:22][cH:23][cH:24][c:25]2-[c:26]2[cH:27][cH:28][cH:29][cH:30][c:31]21)[C:32](=[O:33])[OH:34])[S:60]([c:57]1[cH:56][cH:55][c:54]([O:53][CH3:52])[cH:59][cH:58]1)(=[O:61])=[O:62]. The reactants are [N-]=[N+]=[N-].[Na+] (Sodium azide), COC(C1=C(C(=C(C(=C1)C(C)=O)F)F)NC1=C(C=CC=C1)Cl)=O (5-acetyl-2-(2-chlorophenylamino)-3,4-difluorobenzoic acid methyl ester), CC(=O)C (acetone). The solvent is CCOC(=O)C (EtOAc), O (water), O (water). Conditions: time 16 hour. The product is COC(=O)C1=CC=2C(=NOC2C)C(=C1NC1=C(C=CC=C1)Cl)F (6-(2-chlorophenylamino)-7-fluoro-3-methyl-benzo[c]-isoxazole-5-carboxylic acid methyl ester). The yield is 77.0%. Reaction SMILES: [N-:1]=[N+]=[N-].[Na+].[CH3:5][O:6][C:7](=[O:27])[C:8]1[CH:13]=[C:12]([C:14](=[O:16])[CH3:15])[C:11](F)=[C:10]([F:18])[C:9]=1[NH:19][C:20]1[CH:25]=[CH:24][CH:23]=[CH:22][C:21]=1[Cl:26].CC(C)=O>CCOC(C)=O.O>[CH3:5][O:6][C:7]([C:8]1[C:9]([NH:19][C:20]2[CH:25]=[CH:24][CH:23]=[CH:22][C:21]=2[Cl:26])=[C:10]([F:18])[C:11]2=[N:1][O:16][C:14]([CH3:15])=[C:12]2[CH:13]=1)=[O:27] |f:0.1|. Procedure: Sodium azide (128 mg, 1.95 mmol) was added to a mixture of 5-acetyl-2-(2-chlorophenylamino)-3,4-difluorobenzoic acid methyl ester (6) (601 mg, 1.59 mmol) in 3:1 acetone:water (16 ml) and heated to reflux. After 16 hours, the reaction mixture was cooled to room temperature, and diluted with EtOAc and water. The organic layer was washed with water, dried (MgSO4) and concentrated. The resulting residue was diluted with water (8 mL) and heated to reflux. After 5 hours, the mixture was cooled to room... Reaction SMILES: [CH3:1][S:2][C:3](=[S:8])[NH:4][CH2:5][CH2:6][OH:7].[C:9]1([C:15](Cl)([C:22]2[CH:27]=[CH:26][CH:25]=[CH:24][CH:23]=2)[C:16]2[CH:21]=[CH:20][CH:19]=[CH:18][CH:17]=2)[CH:14]=[CH:13][CH:12]=[CH:11][CH:10]=1.O>N1C=CC=CC=1>[CH3:1][S:2][C:3](=[S:8])[NH:4][CH2:5][CH2:6][O:7][C:15]([C:9]1[CH:14]=[CH:13][CH:12]=[CH:11][CH:10]=1)([C:22]1[CH:23]=[CH:24][CH:25]=[CH:26][CH:27]=1)[C:16]1[CH:17]=[CH:18][CH:19]=[CH:20][CH:21]=1. Yield: 75.5%. Reaction conditions: time 8 hour. Yields the product CSC(NCCOC(C1=CC=CC=C1)(C1=CC=CC=C1)C1=CC=CC=C1)=S (N-(2-triphenylmethoxyethyl)dithiocarbamic acid methyl ester). Reported procedure: To a solution of N-(2-hydroxyethyl)dithiocarbamic acid methyl ester (7.5 g) in pyridine (40 ml) is added triphenylmethyl chloride (15 g), and the mixture is left to stand overnight at room temperature. The reaction mixture is poured into water and extracted with ethyl acetate. The extract is washed with diluted hydrochloric acid and water, dried and concentrated to remove the solvent. The residue is crystallized from a mixture of dichloromethane and ether to give N-(2-triphenylmethoxyethyl)dithi... Solvent: N1=CC=CC=C1 (pyridine). The reactants are CSC(NCCO)=S (N-(2-hydroxyethyl)dithiocarbamic acid methyl ester), C1(=CC=CC=C1)C(C1=CC=CC=C1)(C1=CC=CC=C1)Cl (triphenylmethyl chloride), O (water). Reactants: Cc1oc(-c2ccccc2)nc1CCOS(C)(=O)=O, CC#N, CCOCC, [K+], [K+], O=C([O-])[O-], CC(C)(C)OC(=O)C1COc2cc(O)ccc2C1. Product: Cc1oc(-c2ccccc2)nc1CCOc1ccc2c(c1)OCC(C(=O)OC(C)(C)C)C2. RXN SMILES: [CH3:25][S:26]([O:27][CH2:30][CH2:31][c:32]1[n:33][c:34](-[c:38]2[cH:39][cH:40][cH:41][cH:42][cH:43]2)[o:35][c:36]1[CH3:37])(=[O:28])=[O:29].[CH3:44][C:45]#[N:46].[CH3:47][CH2:48][O:49][CH2:50][CH3:51].[K+:19].[K+:20].[O-:21][C:22]([O-:23])=[O:24].[OH:1][c:2]1[cH:3][cH:4][c:5]2[c:10]([cH:11]1)[O:9][CH2:8][CH:7]([C:12](=[O:13])[O:14][C:15]([CH3:16])([CH3:17])[CH3:18])[CH2:6]2>>[O:1]([c:2]1[cH:3][cH:4][c:5]2[c:10]([cH:11]1)[O:9][CH2:8][CH:7]([C:12](=[O:13])[O:14][C:15]([CH3:16])([CH3:17])[CH3:18])[CH2:6]2)[CH2:30][CH2:31][c:32]1[n:33][c:34](-[c:38]2[cH:39][cH:40][cH:41][cH:42][cH:43]2)[o:35][c:36]1[CH3:37]. Reactants: SC=1NC=CN1 (2-Mercaptoimidazole), C(CCC)N=C=O (butyl isocyanate). Run at temperature 50 celsius. Product: C(CCC)NC(=O)N1C(NC=C1)=S (1-(butylcarbamoyl)-1,3-dihydroimidazole-2-thione). The yield is 92.5%. RXN SMILES: [SH:1][C:2]1[NH:3][CH:4]=[CH:5][N:6]=1.[CH2:7]([N:11]=[C:12]=[O:13])[CH2:8][CH2:9][CH3:10]>>[CH2:7]([NH:11][C:12]([N:3]1[CH:4]=[CH:5][NH:6][C:2]1=[S:1])=[O:13])[CH2:8][CH2:9][CH3:10]. Procedure details: 2-Mercaptoimidazole (24.39 g, 0.244 mole) and butyl isocyanate (48.3 g, 0.487 mole) were combined in a round-bottom flask and heated to 50° C. for 30 min or until the reaction was complete by TLC. The reaction mixture was then cooled to room temperature and the solidified mass was triturated with 50 mL of hexane for 30 min. The beige solid was filtered, washed with a minimum amount of hexane and dried under reduced pressure to yield 44.96 g (93%) of 1-(butylcarbamoyl)-1,3-dihydroimidazole-2-thio... Reactants: FC(OC1=CC(=CC2=C1OC(C(N2)=O)C)C=O)F (8-(Difluoromethoxy)-2-methyl-3-oxo-3,4-dihydro-2H-benzo[b][1,4]oxazine-6-carbaldehyde), C(C)NC(C1=CC=C(C=C1)N1CCNCC1)=O (N-Ethyl-4-(piperazin-1-yl)benzamide). Yields the product FC(OC1=CC(=CC2=C1OC(C(N2)=O)C)CN2CCN(CC2)C2=CC=C(C(=O)NCC)C=C2)F (4-(4-((8-(Difluoromethoxy)-2-methyl-3-oxo-3,4-dihydro-2H-benzo[b][1,4]oxazin-6-yl)methyl)piperazin-1-yl)-N-ethylbenzamide). As a reaction SMILES: [F:1][CH:2]([F:18])[O:3][C:4]1[C:9]2[O:10][CH:11]([CH3:15])[C:12](=[O:14])[NH:13][C:8]=2[CH:7]=[C:6]([CH:16]=O)[CH:5]=1.[CH2:19]([NH:21][C:22](=[O:35])[C:23]1[CH:28]=[CH:27][C:26]([N:29]2[CH2:34][CH2:33][NH:32][CH2:31][CH2:30]2)=[CH:25][CH:24]=1)[CH3:20]>>[F:1][CH:2]([F:18])[O:3][C:4]1[C:9]2[O:10][CH:11]([CH3:15])[C:12](=[O:14])[NH:13][C:8]=2[CH:7]=[C:6]([CH2:16][N:32]2[CH2:31][CH2:30][N:29]([C:26]3[CH:25]=[CH:24][C:23]([C:22]([NH:21][CH2:19][CH3:20])=[O:35])=[CH:28][CH:27]=3)[CH2:34][CH2:33]2)[CH:5]=1. Procedure details: Using 403A and N-ethyl-4-(piperazin-1-yl)benzamide 283 in the general procedure for reductive aminations, the title compound was obtained as a white solid: 1H NMR (400 MHz, DMSO-d6) δ ppm 1.09 (t, J=7.20 Hz, 3H) 1.43 (d, J=6.82 Hz, 3H) 2.46-2.49 (m, 4H) 3.19-3.29 (m, 6H) 3.43 (s, 2H) 4.70-4.77 (m, 1H) 6.80 (s, 2H) 6.93 (d, J=8.84 Hz, 2H) 6.95-7.34 (m, 1H) 7.71 (d, J=9.09 Hz, 2H) 8.17 (t, J=5.56 Hz, 1H) 10.80 (s, 1H). ESI-MS: m/z 475.4 (M+H)+. mp 219.3-223.8° C. Starting materials: CCOC(=O)C1CC(=O)C=C1CC, CCOC(C)=O. Product: CCOC(=O)C1CC(=O)CC1CC. Reaction SMILES: [CH2:1]([CH3:2])[C:3]1=[CH:7][C:6](=[O:8])[CH2:5][CH:4]1[C:9](=[O:10])[O:11][CH2:12][CH3:13].[CH3:14][CH2:15][O:16][C:17]([CH3:18])=[O:19]>>[CH2:1]([CH3:2])[CH:3]1[CH:4]([C:9](=[O:10])[O:11][CH2:12][CH3:13])[CH2:5][C:6](=[O:8])[CH2:7]1. Starting materials: N#CC1(NC(=O)C2CC(S(=O)(=O)c3ccc(F)cc3Cl)CC2C(=O)N2CCC(F)(F)C2)CC1, CC(C)(C)N1CCNCC1. The product is CC(C)(C)N1CCN(c2ccc(S(=O)(=O)C3CC(C(=O)NC4(C#N)CC4)C(C(=O)N4CCC(F)(F)C4)C3)c(Cl)c2)CC1. As a reaction SMILES: [C:1](#[N:2])[C:3]1([NH:6][C:7](=[O:8])[CH:9]2[CH:10]([C:25](=[O:26])[N:27]3[CH2:28][C:29]([F:32])([F:33])[CH2:30][CH2:31]3)[CH2:11][CH:12]([S:14](=[O:15])(=[O:16])[c:17]3[c:18]([Cl:24])[cH:19][c:20]([F:23])[cH:21][cH:22]3)[CH2:13]2)[CH2:4][CH2:5]1.[C:34]([CH3:35])([CH3:36])([CH3:37])[N:38]1[CH2:39][CH2:40][NH:41][CH2:42][CH2:43]1>>[C:1](#[N:2])[C:3]1([NH:6][C:7](=[O:8])[CH:9]2[CH:10]([C:25](=[O:26])[N:27]3[CH2:28][C:29]([F:32])([F:33])[CH2:30][CH2:31]3)[CH2:11][CH:12]([S:14](=[O:15])(=[O:16])[c:17]3[c:18]([Cl:24])[cH:19][c:20]([N:41]4[CH2:40][CH2:39][N:38]([C:34]([CH3:35])([CH3:36])[CH3:37])[CH2:43][CH2:42]4)[cH:21][cH:22]3)[CH2:13]2)[CH2:4][CH2:5]1. Starting materials: OC1=C(C(=O)C2=C(C=C(C=C2)O)O)C=CC(=C1)O (2,2',4,4'-Tetrahydroxybenzophenone). The solvent is O (water). Yields the product OC=1C=CC=2C(C3=CC=C(C=C3OC2C1)O)=O (3,6-dihydroxyxanthone). Yield: 92.8%. As a reaction SMILES: O[C:2]1[CH:17]=[C:16]([OH:18])[CH:15]=[CH:14][C:3]=1[C:4]([C:6]1[CH:11]=[CH:10][C:9]([OH:12])=[CH:8][C:7]=1[OH:13])=[O:5]>O>[OH:18][C:16]1[CH:17]=[CH:2][C:3]2[C:4](=[O:5])[C:6]3[C:7]([O:13][C:14]=2[CH:15]=1)=[CH:8][C:9]([OH:12])=[CH:10][CH:11]=3. Reported procedure: 2,2',4,4'-Tetrahydroxybenzophenone (2.5 g, 10.15 mmol.) was heated in 20 ml of water at 195°-200° C. for 4 hours (Aldrich pressure tube). After cooling, the crude product was filtered off and mixed with 25 ml of water. The resulting suspension was refluxed for 25 min. and filtered at about 60° C. Pure product 3,6-dihydroxyxanthone 2.15 g was obtained in 90.4% yield. It did not melt below 330° C. HNMR (DMSO): 10.780 (s,2H), 7.983 (d,2H,J=8.6 Hz), 6,822 (m,4H). MS: 228,220, 1717, 115, 100, 69, 63.